This data is from the Open Reaction Database (ORD), a public repository of structured organic reaction records. The task is: describe an organic reaction: reactants, conditions, products, and yield Starting materials: C(C1=CC=CC=C1)(=O)O (benzoic acid), C(C)N(C1=CC(=CC=C1)N(CC)CC)CC (N,N,N',N'-tetraethyl-m-phenylenediamine), C(C)(=O)OC(C)=O (acetic anhydride). The solvent is CO (methanol). Conditions: temperature 52 celsius. Yields the product C(C)N(C1=C(C=CC(=C1)N(CC)CC)C1(OC(=O)C2=CC=CC=C12)C1=CC=C(C=C1)N(C)C)CC (3-(2,4-bis(diethylamino)phenyl)-3-(4-(dimethylamino)phenyl)phthalide). Reaction SMILES: C(O)(=O)[C:2]1[CH:7]=[CH:6][CH:5]=[CH:4][CH:3]=1.[CH2:10]([N:12]([CH2:24][CH3:25])[C:13]1[CH:18]=[CH:17][CH:16]=[C:15]([N:19]([CH2:22][CH3:23])[CH2:20][CH3:21])[CH:14]=1)[CH3:11].[C:26]([O:29][C:30](=[O:32])[CH3:31])(=O)[CH3:27]>CO>[CH2:20]([N:19]([CH2:22][CH3:23])[C:15]1[CH:14]=[C:13]([N:12]([CH2:10][CH3:11])[CH2:24][CH3:25])[CH:18]=[CH:17][C:16]=1[C:26]1([C:5]2[CH:4]=[CH:3][C:2]([N:12]([CH3:13])[CH3:10])=[CH:7][CH:6]=2)[C:27]2[C:31](=[CH:14][CH:15]=[CH:16][CH:17]=2)[C:30](=[O:32])[O:29]1)[CH3:21]. Procedure: A mixture of 2-(4-dimethylamino)benzoyl)benzoic acid (8.07 g.), N,N,N',N'-tetraethyl-m-phenylenediamine (7.26 g.) and acetic anhydride (5 ml.) was heated (at 52° C.) during one and one-half hours. Addition of methanol (10 ml., then 15 ml.) afforded 3-(2,4-bis(diethylamino)phenyl)-3-(4-(dimethylamino)phenyl)phthalide (I: X=(CH3CH2)2N, Y2 =Z4 =Z5 =Z6 =Z7 =H, Y4 =(CH3)2N) (10.92 g., m.p. 117°-119° C.). The product is OC1(CN(CCC1)C(=O)C1=CC=C(C=C1)I)C1=CC(=CC=C1)OC ([3-hydroxy-3-(3-methoxyphenyl)-piperidine-1-yl]-(4-iodophenyl)-methanone). Reactants: IC1=CC=C(C(=O)Cl)C=C1 (4-iodobenzoyl chloride), COC=1C=C(C=CC1)C1(CNCCC1)O (3-(3-methoxy-phenyl)-piperidine-3-ol). As a reaction SMILES: [I:1][C:2]1[CH:10]=[CH:9][C:5]([C:6](Cl)=[O:7])=[CH:4][CH:3]=1.[CH3:11][O:12][C:13]1[CH:14]=[C:15]([C:19]2([OH:25])[CH2:24][CH2:23][CH2:22][NH:21][CH2:20]2)[CH:16]=[CH:17][CH:18]=1>>[OH:25][C:19]1([C:15]2[CH:16]=[CH:17][CH:18]=[C:13]([O:12][CH3:11])[CH:14]=2)[CH2:24][CH2:23][CH2:22][N:21]([C:6]([C:5]2[CH:9]=[CH:10][C:2]([I:1])=[CH:3][CH:4]=2)=[O:7])[CH2:20]1. Procedure: The compound of Example 31 was prepared according to the general preparation protocol A from 4-iodobenzoyl chloride and 3-(3-methoxy-phenyl)-piperidine-3-ol. Reactants: C(C)[C@]1(CC(OCC=2C(N3CC=4C(=NC=5C=C(C=CC5C4)F)C3=CC21)=O)=O)O ((5R)-5-ethyl-9-fluoro-5-hydroxy-4,5,13,15-tetrahydro-1H,3H-oxepino[3′,4′:6,7]indolizino[1,2-b]quinoline-3,15-dione), C(CCC)=O (butyraldehyde). Product: C(C)[C@]1(CC(OCC=2C(N3CC=4C(=NC=5C=C(C=CC5C4CCC)F)C3=CC21)=O)=O)O ((5R)-5-ethyl-9-fluoro-5-hydroxy-12-propyl-4,5,13,1 5-tetrahydro-1H,3H-oxepino[3′,4′:6,7]indolizino[1,2-b]quinoline-3,15-dione). Reaction SMILES: [CH2:1]([C@:3]1([OH:28])[C:25]2[CH:24]=[C:23]3[N:10]([CH2:11][C:12]4[C:13]3=[N:14][C:15]3[CH:16]=[C:17]([F:22])[CH:18]=[CH:19][C:20]=3[CH:21]=4)[C:9](=[O:26])[C:8]=2[CH2:7][O:6][C:5](=[O:27])[CH2:4]1)[CH3:2].[CH:29](=O)[CH2:30][CH2:31]C>>[CH2:1]([C@:3]1([OH:28])[C:25]2[CH:24]=[C:23]3[N:10]([CH2:11][C:12]4[C:13]3=[N:14][C:15]3[CH:16]=[C:17]([F:22])[CH:18]=[CH:19][C:20]=3[C:21]=4[CH2:29][CH2:30][CH3:31])[C:9](=[O:26])[C:8]=2[CH2:7][O:6][C:5](=[O:27])[CH2:4]1)[CH3:2]. Reported procedure: The product of Example 84 is treated with butyraldehyde according to a procedure similar to Stage 95e in order to produce the expected solid.